From a dataset of the Open Reaction Database (ORD), a public repository of structured organic reaction records. describe an organic reaction: reactants, conditions, products, and yield The reactants are C(C)(C)(C)OC(=O)N1CC(C1)(C(=C)C=1C=C2N3[C@@H](C(NN=C3COC2=CC1C(F)(F)F)=O)C)C (3-methyl-3-[1-((R)-4-methyl-3-oxo-7-trifluoromethyl-2,3,4,10-tetrahydro-9-oxa-1,2,4a-triaza-phenanthren-6-yl)-vinyl]-azetidine-1-carboxylic acid tert-butyl ester). Reagents/catalysts: [Pd] (Pd/C). Solvent: CO (MeOH). Conditions: time 1 hour. The product is C(C)(C)(C)OC(=O)N1CC(C1)(C(C)C=1C=C2N3[C@@H](C(NN=C3COC2=CC1C(F)(F)F)=O)C)C (3-methyl-3-[1-((R)-4-methyl-3-oxo-7-trifluoromethyl-2,3,4,10-tetrahydro-9-oxa-1,2,4a-triaza-phenanthren-6-yl)-ethyl]-azetidine-1-carboxylic acid tert-butyl ester). Yield: 94.1%. As a reaction SMILES: [C:1]([O:5][C:6]([N:8]1[CH2:11][C:10]([CH3:34])([C:12]([C:14]2[CH:15]=[C:16]3[C:25](=[CH:26][C:27]=2[C:28]([F:31])([F:30])[F:29])[O:24][CH2:23][C:22]2[N:17]3[C@H:18]([CH3:33])[C:19](=[O:32])[NH:20][N:21]=2)=[CH2:13])[CH2:9]1)=[O:7])([CH3:4])([CH3:3])[CH3:2]>CO.[Pd]>[C:1]([O:5][C:6]([N:8]1[CH2:11][C:10]([CH3:34])([CH:12]([C:14]2[CH:15]=[C:16]3[C:25](=[CH:26][C:27]=2[C:28]([F:30])([F:29])[F:31])[O:24][CH2:23][C:22]2[N:17]3[C@H:18]([CH3:33])[C:19](=[O:32])[NH:20][N:21]=2)[CH3:13])[CH2:9]1)=[O:7])([CH3:2])([CH3:3])[CH3:4]. Procedure: To a solution of 3-methyl-3-[1-((R)-4-methyl-3-oxo-7-trifluoromethyl-2,3,4,10-tetrahydro-9-oxa-1,2,4a-triaza-phenanthren-6-yl)-vinyl]-azetidine-1-carboxylic acid tert-butyl ester (enantiomer 2, 0.089 g, 0.185 mmol) in MeOH (12 mL) was added 10% Pd/C (0.039 g, 0.037 mmol) and the reaction mixture was stirred under H2 at ambient temperature for 1 h. The reaction mixture was filtered and the filtrate was concentrated in vacuo to give 3-methyl-3-[1-((R)-4-methyl-3-oxo-7-trifluoromethyl-2,3,4,10-tetr... Starting materials: ClCc1cscn1, N#Cc1ccc2[nH]c(C(F)(F)F)nc2c1Cl, Cl. Yields the product N#Cc1ccc2c(nc(C(F)(F)F)n2Cc2cscn2)c1Cl. Reaction SMILES: [Cl:18][CH2:19][c:20]1[n:21][cH:22][s:23][cH:24]1.[Cl:1][c:2]1[c:3]([C:15]#[N:16])[cH:4][cH:5][c:6]2[nH:7][c:8]([C:11]([F:12])([F:13])[F:14])[n:9][c:10]12.[ClH:17]>>[Cl:1][c:2]1[c:3]([C:15]#[N:16])[cH:4][cH:5][c:6]2[n:7]([CH2:19][c:20]3[n:21][cH:22][s:23][cH:24]3)[c:8]([C:11]([F:12])([F:13])[F:14])[n:9][c:10]12. Starting materials: COC(C1=CC(=C(C=C1)NC)N)=O (3-amino-4-methylamino-benzoic acid methyl ester), NC=1SC2=C(N1)C=CC(=C2)C(F)(F)F (2-amino-6-(trifluoromethyl)benzothiazole), C(=S)(N1C=NC=C1)N1C=NC=C1 (1,1′-thiocarbonyldiimidazole). The solvent is C(CCl)Cl (EDC). The product is COC(=O)C1=CC2=C(N(C(=N2)NC=2SC3=C(N2)C=CC(=C3)C(F)(F)F)C)C=C1 (1-Methyl-2-(6-trifluoromethyl-benzothiazol-2-ylamino)-1H-benzoimidazole-5-carboxylic acid methyl ester). The yield is 41.1%. As a reaction SMILES: [CH3:1][O:2][C:3](=[O:13])[C:4]1[CH:9]=[CH:8][C:7]([NH:10][CH3:11])=[C:6]([NH2:12])[CH:5]=1.[NH2:14][C:15]1[S:16][C:17]2[CH:23]=[C:22]([C:24]([F:27])([F:26])[F:25])[CH:21]=[CH:20][C:18]=2[N:19]=1.[C:28](N1C=CN=C1)(N1C=CN=C1)=S>C(Cl)CCl>[CH3:1][O:2][C:3]([C:4]1[CH:9]=[CH:8][C:7]2[N:10]([CH3:28])[C:11]([NH:14][C:15]3[S:16][C:17]4[CH:23]=[C:22]([C:24]([F:27])([F:25])[F:26])[CH:21]=[CH:20][C:18]=4[N:19]=3)=[N:12][C:6]=2[CH:5]=1)=[O:13]. Reported procedure: 1-Methyl-2-(6-trifluoromethyl-benzothiazol-2-ylamino)-1H-benzoimidazole-5-carboxylic acid methyl ester (765 mg) was prepared by following General Procedure D starting from 3-amino-4-methylamino-benzoic acid methyl ester (991 mg), 2-amino-6-(trifluoromethyl)benzothiazole (1.0 g), 1,1′-thiocarbonyldiimidazole (1.09 g), and EDC (1.32 g). LC/MS: m/z 407.9. 1H NMR (DMSO-d6, 400 MHz): δ 12.37 (bs, 1H), 8.15 (s, 1H), 7.97 (d, 1H), 7.95 (d, 1H), 7.85 (d, 1H), 7.62-7.43 (m, 2H), 3.86 (s, 3H), 3.62 (bs, 3... Reactants: CC(C)(C)OC(=O)NCc1ccc(CN(C2CCc3cccnc3C2)S(=O)(=O)c2ccccc2[N+](=O)[O-])cc1, ClCCl, O=C(O)C(F)(F)F. The product is NCc1ccc(CN(C2CCc3cccnc3C2)S(=O)(=O)c2ccccc2[N+](=O)[O-])cc1. Reaction SMILES: [C:1]([O:2][C:3](=[O:4])[NH:7][CH2:8][c:9]1[cH:10][cH:11][c:12]([CH2:15][N:16]([CH:17]2[CH2:18][CH2:19][c:20]3[cH:21][cH:22][cH:23][n:24][c:25]3[CH2:26]2)[S:27](=[O:28])(=[O:29])[c:30]2[c:31]([N+:36](=[O:37])[O-:38])[cH:32][cH:33][cH:34][cH:35]2)[cH:13][cH:14]1)([CH3:5])([CH3:6])[CH3:39].[Cl:47][CH2:48][Cl:49].[F:40][C:41]([F:42])([F:43])[C:44]([OH:45])=[O:46]>>[NH2:7][CH2:8][c:9]1[cH:10][cH:11][c:12]([CH2:15][N:16]([CH:17]2[CH2:18][CH2:19][c:20]3[cH:21][cH:22][cH:23][n:24][c:25]3[CH2:26]2)[S:27](=[O:28])(=[O:29])[c:30]2[c:31]([N+:36](=[O:37])[O-:38])[cH:32][cH:33][cH:34][cH:35]2)[cH:13][cH:14]1. Starting materials: C([O-])([O-])=O.[Na+].[Na+] (sodium carbonate), CC=1N=C(SC1C=1C=C(C=CC1)S(=O)(=O)Cl)NC1=NC=CN=C1 (3-[4-Methyl-2-(pyrazin-2-ylamino)-thiazol-5-yl]-benzenesulfonyl chloride), C(O)CN (ethanolamine). Solvent: O1CCOCC1 (dioxane). Run at time 8 hour. Product: OCCNS(=O)(=O)C1=CC(=CC=C1)C1=C(N=C(S1)NC1=NC=CN=C1)C (N-(2-Hydroxy-ethyl)-3-[4-methyl-2-(pyrazin-2-ylamino)-thiazol-5-yl]-benzenesulfonamide). The yield is 14.3%. RXN SMILES: [CH3:1][C:2]1[N:3]=[C:4]([NH:17][C:18]2[CH:23]=[N:22][CH:21]=[CH:20][N:19]=2)[S:5][C:6]=1[C:7]1[CH:8]=[C:9]([S:13](Cl)(=[O:15])=[O:14])[CH:10]=[CH:11][CH:12]=1.C(=O)([O-])[O-].[Na+].[Na+].[CH2:30]([CH2:32][NH2:33])[OH:31]>O1CCOCC1>[OH:31][CH2:30][CH2:32][NH:33][S:13]([C:9]1[CH:10]=[CH:11][CH:12]=[C:7]([C:6]2[S:5][C:4]([NH:17][C:18]3[CH:23]=[N:22][CH:21]=[CH:20][N:19]=3)=[N:3][C:2]=2[CH3:1])[CH:8]=1)(=[O:15])=[O:14] |f:1.2.3|. Procedure details: 3-[4-Methyl-2-(pyrazin-2-ylamino)-thiazol-5-yl]-benzenesulfonyl chloride (42c) (0.251 g, 0.68 mmol) is dissolved in dioxane (10 ml). The solution is treated with 2M aqueous sodium carbonate (0.7 ml, 1.36 mmol) followed by the addition of ethanolamine (0.125 ml, 2.05 mmol). The reaction mixture is stirred overnight. The solvent is removed in vacuo and the residue is taken into water (10 ml)/ethylacetate (30 ml) and sonicated. The layers are separated then the aqueous layer is extracted with ethyl... The reactants are ClC1=CC=C(C=C1)C1=C(C=CC=C1)[N+](=O)[O-] (2-(4-chlorophenyl)nitrobenzene), C1(=CC=CC=C1)P(C1=CC=CC=C1)C1=CC=CC=C1 (triphenylphosphine). Solvent: ClC1=C(C=CC=C1)Cl (o-dichlorobenzene). Product: ClC1=CC=2NC3=CC=CC=C3C2C=C1 (2-chloro-9H-carbazole). The yield is 93.2%. As a reaction SMILES: [Cl:1][C:2]1[CH:7]=[CH:6][C:5]([C:8]2[CH:13]=[CH:12][CH:11]=[CH:10][C:9]=2[N+:14]([O-])=O)=[CH:4][CH:3]=1.C1(P(C2C=CC=CC=2)C2C=CC=CC=2)C=CC=CC=1>ClC1C=CC=CC=1Cl>[Cl:1][C:2]1[CH:7]=[CH:6][C:5]2[C:8]3[C:9](=[CH:10][CH:11]=[CH:12][CH:13]=3)[NH:14][C:4]=2[CH:3]=1. Reported procedure: Next, a mixed solution of 22 g of 2-(4-chlorophenyl)nitrobenzene, 61 g of triphenylphosphine and 190 ml of o-dichlorobenzene was refluxed for 6 hours under a nitrogen flow. The solution was cooled to room temperature, o-dichlorobenzene was then distilled away under reduced pressure, and the concentrate was purified by silica gel column chromatography, and vacuum-dried to obtain 17.7 g of 2-chloro-9H-carbazole.